Dataset: the Open Reaction Database (ORD), a public repository of structured organic reaction records. Task: describe an organic reaction: reactants, conditions, products, and yield Starting materials: OCc1nc(-c2ccc(F)cc2)oc1-c1ccc(Cl)c(F)c1, C1CCOC1, O=S(Cl)Cl. The product is Fc1ccc(-c2nc(CCl)c(-c3ccc(Cl)c(F)c3)o2)cc1. As a reaction SMILES: [Cl:1][c:2]1[c:3]([F:22])[cH:4][c:5](-[c:8]2[c:9]([CH2:20][OH:21])[n:10][c:11](-[c:13]3[cH:14][cH:15][c:16]([F:19])[cH:17][cH:18]3)[o:12]2)[cH:6][cH:7]1.[O:27]1[CH2:28][CH2:29][CH2:30][CH2:31]1.[S:23]([Cl:24])([Cl:25])=[O:26]>>[Cl:1][c:2]1[c:3]([F:22])[cH:4][c:5](-[c:8]2[c:9]([CH2:20][Cl:25])[n:10][c:11](-[c:13]3[cH:14][cH:15][c:16]([F:19])[cH:17][cH:18]3)[o:12]2)[cH:6][cH:7]1. Reactants: ClC=1C=C(C(N(N1)C)=O)NC1=NC=C(C=C1)C1CCN(CC1)CC (6-chloro-4-(5-(1-ethylpiperidin-4-yl)pyridin-2-ylamino)-2-methylpyridazin-3(2H)-one), C(C)(=O)OCC1=C(C=CC=C1N1C(C2=C(C=C(C=C2C=N1)C(C)(C)C)F)=O)[B-](F)(F)F.[K+] (potassium (2-(acetoxymethyl)-3-(6-tert-butyl-8-fluoro-1-oxophthalazin-2(1H)-yl)phenyl)trifluoroborate), CC(C)C1=CC(=C(C(=C1)C(C)C)C2=C(C=CC=C2)P(C3CCCCC3)C4CCCCC4)C(C)C (X-PHOS), [O-]P(=O)([O-])[O-].[K+].[K+].[K+] (potassium phosphate tribasic). Reagents/catalysts: C=1C=CC(=CC1)/C=C/C(=O)/C=C/C2=CC=CC=C2.C=1C=CC(=CC1)/C=C/C(=O)/C=C/C2=CC=CC=C2.[Pd] (Bis(dibenzylideneacetone)palladium). Solvent: C(CCC)O (BuOH), O (Water). Run at temperature 100 celsius. Yields the product C(C)(=O)OCC1=C(C=CC=C1C1=NN(C(C(=C1)NC1=NC=C(C=C1)C1CCN(CC1)CC)=O)C)N1C(C2=C(C=C(C=C2C=N1)C(C)(C)C)F)=O (2-(6-tert-butyl-8-fluoro-1-oxophthalazin-2(1H)-yl)-6-(5-(5-(1-ethylpiperidin-4-yl)pyridin-2-ylamino)-1-methyl-6-oxo-1,6-dihydropyridazin-3-yl)benzyl acetate). Isolated yield 62.1%. Reaction SMILES: Cl[C:2]1[CH:3]=[C:4]([NH:10][C:11]2[CH:16]=[CH:15][C:14]([CH:17]3[CH2:22][CH2:21][N:20]([CH2:23][CH3:24])[CH2:19][CH2:18]3)=[CH:13][N:12]=2)[C:5](=[O:9])[N:6]([CH3:8])[N:7]=1.[C:25]([O:28][CH2:29][C:30]1[C:35]([N:36]2[N:45]=[CH:44][C:43]3[C:38](=[C:39]([F:50])[CH:40]=[C:41]([C:46]([CH3:49])([CH3:48])[CH3:47])[CH:42]=3)[C:37]2=[O:51])=[CH:34][CH:33]=[CH:32][C:31]=1[B-](F)(F)F)(=[O:27])[CH3:26].[K+].CC(C1C=C(C(C)C)C(C2C=CC=CC=2P(C2CCCCC2)C2CCCCC2)=C(C(C)C)C=1)C.[O-]P([O-])([O-])=O.[K+].[K+].[K+]>C1C=CC(/C=C/C(/C=C/C2C=CC=CC=2)=O)=CC=1.C1C=CC(/C=C/C(/C=C/C2C=CC=CC=2)=O)=CC=1.[Pd].O.C(O)CCC>[C:25]([O:28][CH2:29][C:30]1[C:31]([C:2]2[CH:3]=[C:4]([NH:10][C:11]3[CH:16]=[CH:15][C:14]([CH:17]4[CH2:22][CH2:21][N:20]([CH2:23][CH3:24])[CH2:19][CH2:18]4)=[CH:13][N:12]=3)[C:5](=[O:9])[N:6]([CH3:8])[N:7]=2)=[CH:32][CH:33]=[CH:34][C:35]=1[N:36]1[N:45]=[CH:44][C:43]2[C:38](=[C:39]([F:50])[CH:40]=[C:41]([C:46]([CH3:48])([CH3:47])[CH3:49])[CH:42]=2)[C:37]1=[O:51])(=[O:27])[CH3:26] |f:1.2,4.5.6.7,8.9.10|. Procedure: In a 50 mL test tube, 6-chloro-4-(5-(1-ethylpiperidin-4-yl)pyridin-2-ylamino)-2-methylpyridazin-3(2H)-one (121 mg, 348 μmol, Eq: 1.00) and potassium (2-(acetoxymethyl)-3-(6-tert-butyl-8-fluoro-1-oxophthalazin-2(1H)-yl)phenyl)trifluoroborate (165 mg, 348 μmol, Eq: 1.00) were combined with BuOH (4 ml) to give a orange solution. Water (1.00 ml) was added. X-PHOS (16.6 mg, 34.8 μmol, Eq: 0.1) and potassium phosphate tribasic (148 mg, 696 μmol, Eq: 2) were added. Bis(dibenzylideneacetone)palladium (1... Reactants: C(C)(C)(C)C1=CC=C(C=C1)I (4-tert-butyliodobenzene), COC1=C(CN2C(CC[C@@H]2C#C)=O)C=CC(=C1)OC ((5R)-1-(2,4-Dimethoxybenzyl)-5-ethynylpyrrolidin-2-one), O (water). Reagents/catalysts: [Cu](I)I (Copper iodide), Cl[Pd]([P](C1=CC=CC=C1)(C2=CC=CC=C2)C3=CC=CC=C3)([P](C4=CC=CC=C4)(C5=CC=CC=C5)C6=CC=CC=C6)Cl (bis(triphenylphosphine)palladium(II) dichloride). Solvent: C(C)N(CC)CC (triethylamine). Conditions: time 15 minute. Product: C(C)(C)(C)C1=CC=C(C=C1)C#C[C@H]1CCC(N1CC1=C(C=C(C=C1)OC)OC)=O ((5R)-5-[(4-tert-butylphenyl)ethynyl]-1-(2,4-dimethoxybenzyl)pyrrolidin-2-one). Yield: 82.8%. As a reaction SMILES: [C:1]([C:5]1[CH:10]=[CH:9][C:8](I)=[CH:7][CH:6]=1)([CH3:4])([CH3:3])[CH3:2].[CH3:12][O:13][C:14]1[CH:28]=[C:27]([O:29][CH3:30])[CH:26]=[CH:25][C:15]=1[CH2:16][N:17]1[C@@H:21]([C:22]#[CH:23])[CH2:20][CH2:19][C:18]1=[O:24].O>C(N(CC)CC)C.[Cu](I)I.Cl[Pd](Cl)([P](C1C=CC=CC=1)(C1C=CC=CC=1)C1C=CC=CC=1)[P](C1C=CC=CC=1)(C1C=CC=CC=1)C1C=CC=CC=1>[C:1]([C:5]1[CH:10]=[CH:9][C:8]([C:23]#[C:22][C@@H:21]2[N:17]([CH2:16][C:15]3[CH:25]=[CH:26][C:27]([O:29][CH3:30])=[CH:28][C:14]=3[O:13][CH3:12])[C:18](=[O:24])[CH2:19][CH2:20]2)=[CH:7][CH:6]=1)([CH3:4])([CH3:3])[CH3:2] |^1:44,63|. Reported procedure: Copper iodide (74 mg) and bis(triphenylphosphine)palladium(II) dichloride (135 mg) were added to a solution of 4-tert-butyliodobenzene (3.0 g) in triethylamine (10 mL), and the mixture was stirred at room temperature for 15 minutes. (5R)-1-(2,4-Dimethoxybenzyl)-5-ethynylpyrrolidin-2-one (1.0 g) was added thereto over one hour, and the mixture was stirred at room temperature for three hours. The reaction solution was poured into water, followed by extraction with ethyl acetate. The organic layer ...